From a dataset of the Open Reaction Database (ORD), a public repository of structured organic reaction records. describe an organic reaction: reactants, conditions, products, and yield The reactants are COC1=C(C(=O)O)C=C(C=C1)NC(C)=O (2-methoxy-5-acetamidobenzoic acid), Cl.C(C)OCCN1C(=NC2=C1C=CC=C2)NC2CCN(CC2)CCC2(CNCC2)C2=CC=CC=C2 (3-(2-(4-(1-(2-ethoxyethyl)-1H-benzimidazol-2-yl-amino)piperidin-1-yl)ethyl)-3-phenylpyrrolidine hydrochloric acid salt). The product is COC1=C(C(=O)N2CC(CC2)(C2=CC=CC=C2)CCN2CCC(CC2)NC2=NC3=C(N2CCOCC)C=CC=C3)C=C(C=C1)NC(C)=O (1-(2-methoxy-5-acetamidobenzoyl)-3-(2-(4-(1-(2-ethoxyethyl)-1H-benzimidazol-2-yl-amino)piperidin-1-yl)ethyl)-3-phenylpyrrolidine). Reaction SMILES: [CH3:1][O:2][C:3]1[CH:11]=[CH:10][C:9]([NH:12][C:13](=[O:15])[CH3:14])=[CH:8][C:4]=1[C:5]([OH:7])=O.Cl.[CH2:17]([O:19][CH2:20][CH2:21][N:22]1[C:26]2[CH:27]=[CH:28][CH:29]=[CH:30][C:25]=2[N:24]=[C:23]1[NH:31][CH:32]1[CH2:37][CH2:36][N:35]([CH2:38][CH2:39][C:40]2([C:45]3[CH:50]=[CH:49][CH:48]=[CH:47][CH:46]=3)[CH2:44][CH2:43][NH:42][CH2:41]2)[CH2:34][CH2:33]1)[CH3:18]>>[CH3:1][O:2][C:3]1[CH:11]=[CH:10][C:9]([NH:12][C:13](=[O:15])[CH3:14])=[CH:8][C:4]=1[C:5]([N:42]1[CH2:43][CH2:44][C:40]([CH2:39][CH2:38][N:35]2[CH2:36][CH2:37][CH:32]([NH:31][C:23]3[N:22]([CH2:21][CH2:20][O:19][CH2:17][CH3:18])[C:26]4[CH:27]=[CH:28][CH:29]=[CH:30][C:25]=4[N:24]=3)[CH2:33][CH2:34]2)([C:45]2[CH:50]=[CH:49][CH:48]=[CH:47][CH:46]=2)[CH2:41]1)=[O:7] |f:1.2|. Procedure: Prepare by the method of Example 59.1 using 2-methoxy-5-acetamidobenzoic acid and 3-(2-(4-(1-(2-ethoxyethyl)-1H-benzimidazol-2-yl-amino)piperidin-1-yl)ethyl)-3-phenylpyrrolidine hydrochloric acid salt (prepared from (−)-3-phenyl-3-(2-hydroxyethyl)pyrrolidine (R,R)-di-p-anisoyltartaric acid salt) to give the title compound: Rf=0.18 (silica gel, 1/1 ethyl acetate/methanol). The reactants are C1CCOC1, CC(C)(C)[O-], O=C1C(Cc2c(Cl)cc(-c3ccc(O)cc3)cc2Cl)CCN1C1CCCCC1, [K+], O=C1CCO1. Product: O=C(O)CCOc1ccc(-c2cc(Cl)c(CC3CCN(C4CCCCC4)C3=O)c(Cl)c2)cc1. As a reaction SMILES: [CH2:40]1[O:41][CH2:42][CH2:43][CH2:44]1.[CH3:29][C:30]([CH3:31])([O-:32])[CH3:33].[CH:1]1([N:7]2[C:8](=[O:28])[CH:9]([CH2:12][c:13]3[c:14]([Cl:27])[cH:15][c:16](-[c:20]4[cH:21][cH:22][c:23]([OH:26])[cH:24][cH:25]4)[cH:17][c:18]3[Cl:19])[CH2:10][CH2:11]2)[CH2:2][CH2:3][CH2:4][CH2:5][CH2:6]1.[K+:34].[O:35]=[C:36]1[CH2:37][CH2:38][O:39]1>>[CH:1]1([N:7]2[C:8](=[O:28])[CH:9]([CH2:12][c:13]3[c:14]([Cl:27])[cH:15][c:16](-[c:20]4[cH:21][cH:22][c:23]([O:26][CH2:38][CH2:37][C:36](=[O:35])[OH:39])[cH:24][cH:25]4)[cH:17][c:18]3[Cl:19])[CH2:10][CH2:11]2)[CH2:2][CH2:3][CH2:4][CH2:5][CH2:6]1.